From a dataset of the Open Reaction Database (ORD), a public repository of structured organic reaction records. describe an organic reaction: reactants, conditions, products, and yield Procedure details: A mixture of {[(1R)-2-Bromo-1-(2,2-dimethyl-4H-1,3-benzodioxin-6-yl)ethyl]oxy}(triethyl)silane (130 g) and benzylamine (177 ml) in 1,4-dioxane (650 ml) was heated at 105° C. with stirring overnight. The mixture was then cooled to room temperature and water (150 ml) and diethyl ether (1200 ml) added. The layers were separated and the ethereal layer was washed with saturated ammonium chloride solution (3×600 ml), saturated sodium bicarbonate solution (200 ml) and then brine (200 ml). The solution ... The reactants are BrC[C@@H](C1=CC2=C(OC(OC2)(C)C)C=C1)O[Si](CC)(CC)CC ({[(1R)-2-Bromo-1-(2,2-dimethyl-4H-1,3-benzodioxin-6-yl)ethyl]oxy}(triethyl)silane), C(C1=CC=CC=C1)N (benzylamine), O (water), C(C)OCC (diethyl ether). The solvent is O1CCOCC1 (1,4-dioxane). Yields the product C(C1=CC=CC=C1)NC[C@H](O[Si](CC)(CC)CC)C1=CC2=C(OC(OC2)(C)C)C=C1 (N-benzyl-N-{(2R)-2-(2,2-dimethyl-4H-1,3-benzodioxin-6-yl)-2-[(triethylsilyl)oxy]ethyl}amine). RXN SMILES: Br[CH2:2][C@H:3]([O:16][Si:17]([CH2:22][CH3:23])([CH2:20][CH3:21])[CH2:18][CH3:19])[C:4]1[CH:15]=[CH:14][C:7]2[O:8][C:9]([CH3:13])([CH3:12])[O:10][CH2:11][C:6]=2[CH:5]=1.[CH2:24]([NH2:31])[C:25]1[CH:30]=[CH:29][CH:28]=[CH:27][CH:26]=1.O.C(OCC)C>O1CCOCC1>[CH2:24]([NH:31][CH2:2][C@@H:3]([C:4]1[CH:15]=[CH:14][C:7]2[O:8][C:9]([CH3:13])([CH3:12])[O:10][CH2:11][C:6]=2[CH:5]=1)[O:16][Si:17]([CH2:22][CH3:23])([CH2:20][CH3:21])[CH2:18][CH3:19])[C:25]1[CH:30]=[CH:29][CH:28]=[CH:27][CH:26]=1. Reaction conditions: temperature 105 celsius, time 8 hour. Reactants: ClC1=C(OCC(=O)O)C=CC(=C1Cl)C(C(CC)=CC)=O ([2,3-Dichloro-4-(2-ethylidenebutyryl)phenoxy]acetic acid), crude product, O (water), S(O)(O)(=O)=O (sulfuric acid), O (water). Solvent: [N+](=O)([O-])C (nitromethane). Run at temperature 60 celsius. The product is O=C1C(C(C2=CC(=C(C(=C12)Cl)Cl)OCC(=O)O)C)CC ((1-oxo-2-ethyl-3-methyl-6,7-dichloro-5-indanyloxy)acetic acid). Isolated yield 65.0%. RXN SMILES: [Cl:1][C:2]1[C:12]([Cl:13])=[C:11]([C:14](=[O:20])[C:15](=[CH:18][CH3:19])[CH2:16][CH3:17])[CH:10]=[CH:9][C:3]=1[O:4][CH2:5][C:6]([OH:8])=[O:7].S(=O)(=O)(O)O.O>[N+](C)([O-])=O>[O:20]=[C:14]1[C:11]2[C:10](=[CH:9][C:3]([O:4][CH2:5][C:6]([OH:8])=[O:7])=[C:2]([Cl:1])[C:12]=2[Cl:13])[CH:18]([CH3:19])[CH:15]1[CH2:16][CH3:17]. Procedure: [2,3-Dichloro-4-(2-ethylidenebutyryl)phenoxy]acetic acid (22.5 g.) is added with stirring to concentrated sulfuric acid (88 ml.) and heated at 60° C. for six hours. The reaction mixture is then cooled and poured into a mixture of ice and water (1 liter). The crude product which separates is ground in a mortar with water (100 ml.), filtered, washed with water and dried. There is thus obtained 14.5 g. (65% yield) of (1-oxo-2-ethyl-3-methyl-6,7-dichloro-5-indanyloxy)acetic acid, which after recryst... Reactants: C(C)OC(=O)C=1SC(=C(N1)C1=CC=C(C=C1)F)CCCl (2-ethoxycarbonyl-4-(4-fluorophenyl)-5-(2-chloroethyl)thiazole), Cl.FC=1C=C(C=C2CCNCC2)C=CC1 (4-(3-fluorobenzylidene)piperidine hydrochloride), C(C)(C)N(C(C)C)CC (N,N-diisopropylethylamine). Solvent: C(C)O (ethanol). Yields the product Cl.C(C)OC(=O)C=1SC(=C(N1)C1=CC=C(C=C1)F)CCN1CCC(CC1)=CC1=CC(=CC=C1)F (2-ethoxycarbonyl-4-(4-fluorophenyl)-5-[2-[4-(3-fluorobenzylidene)piperidin-1-yl]ethyl]thiazole hydrochloride). Yield: 47.2%. Reaction SMILES: [CH2:1]([O:3][C:4]([C:6]1[S:7][C:8]([CH2:18][CH2:19][Cl:20])=[C:9]([C:11]2[CH:16]=[CH:15][C:14]([F:17])=[CH:13][CH:12]=2)[N:10]=1)=[O:5])[CH3:2].Cl.[F:22][C:23]1[CH:24]=[C:25]([CH:33]=[CH:34][CH:35]=1)[CH:26]=[C:27]1[CH2:32][CH2:31][NH:30][CH2:29][CH2:28]1.C(N(CC)C(C)C)(C)C>C(O)C>[ClH:20].[CH2:1]([O:3][C:4]([C:6]1[S:7][C:8]([CH2:18][CH2:19][N:30]2[CH2:31][CH2:32][C:27](=[CH:26][C:25]3[CH:33]=[CH:34][CH:35]=[C:23]([F:22])[CH:24]=3)[CH2:28][CH2:29]2)=[C:9]([C:11]2[CH:16]=[CH:15][C:14]([F:17])=[CH:13][CH:12]=2)[N:10]=1)=[O:5])[CH3:2] |f:1.2,5.6|. Procedure: 1.50 g of 2-ethoxycarbonyl-4-(4-fluorophenyl)-5-(2-chloroethyl)thiazole, 1.10 g of 4-(3-fluorobenzylidene)piperidine hydrochloride and 2.50 g of N,N-diisopropylethylamine were stirred in 3 ml of ethanol at 80° C. for 40 hours. The reaction solution was concentrated under reduced pressure, and the residue was treated with ethyl acetate and saturated aqueous sodium bicarbonate to effect separation of layers. The organic layer was washed with saturated brine and dried over anhydrous sodium sulfate,... The reactants are [Al+3].[Cl-].[Cl-].[Cl-] (AlCl3), C1(=CC=CC=C1)[Mg]Br (phenylmagnesium bromide). Solvent: O(CCCC)CCCC (Bu2O). Conditions: time 8 hour. Product: C1(=CC=CC=C1)[Al](C1=CC=CC=C1)C1=CC=CC=C1 (Triphenylaluminum). Reaction SMILES: [Al+3:1].[Cl-].[Cl-].[Cl-].[C:5]1([Mg]Br)[CH:10]=[CH:9][CH:8]=[CH:7][CH:6]=1>O(CCCC)CCCC>[C:5]1([Al:1]([C:5]2[CH:10]=[CH:9][CH:8]=[CH:7][CH:6]=2)[C:5]2[CH:10]=[CH:9][CH:8]=[CH:7][CH:6]=2)[CH:10]=[CH:9][CH:8]=[CH:7][CH:6]=1 |f:0.1.2.3|. Procedure details: To a solution of AlCl3 (133 mg; 1.0 mmol) in Bu2O (4.0 mL) was added phenylmagnesium bromide (1.2 mL, 3.1 mmol, 2.6 M in Et2O) at ambient temperature. After stirring at ambient temperature overnight, the product mixture was purged with a strong stream of nitrogen gas to evaporate the THF and Et2O. Bu2O (5.0 mL) was added to the residue and the mixture was stirred overnight, then filtered and the filtrate was purged with a strong stream of nitrogen gas to provide Ph3Al as a solid. Reactants: C(C=C)Cl (allyl chloride), C(CC(=O)[O-])(=O)[O-].[Na+].[Na+] (disodium malonate), ClC1=CC=CC=C1 (chlorobenzene). Reagents/catalysts: [Br-].C(CCC)[N+](CCCC)(CCCC)CCCC (tetrabutylammonium bromide). The solvent is O (water). Reaction conditions: temperature 100 celsius. Yields the product C(CC(=O)OCC=C)(=O)OCC=C (Diallyl Malonate). Isolated yield 16.0%. Reaction SMILES: [CH2:1](Cl)[CH:2]=[CH2:3].[C:5]([O-:11])(=[O:10])[CH2:6][C:7]([O-:9])=[O:8].[Na+].[Na+].Cl[C:15]1[CH:20]=CC=C[CH:16]=1>[Br-].C([N+](CCCC)(CCCC)CCCC)CCC.O>[C:5]([O:11][CH2:20][CH:15]=[CH2:16])(=[O:10])[CH2:6][C:7]([O:9][CH2:1][CH:2]=[CH2:3])=[O:8] |f:1.2.3,5.6|. Procedure: In an autoclave, 7.65 g (0.1 mol) of allyl chloride were added to a solution of 2.96 g (20 mmol) of disodium malonate and 0.64 g (2 mmol) of tetrabutylammonium bromide in 5 ml of water and 10 ml of chlorobenzene. The mixture was heated to 100° C. over a period of 30 minutes, with the pressure in the autoclave rising to 2.5 bar. After a reaction time of 3½ hours at 100° C., the mixture was cooled to room temperature and depressurized. The aqueous phase was extracted with tert-butyl methyl ether (... Reactants: OC(CO)C1C(C1)N1C(=O)NC(=O)C=C1 (1-(2'-(1",2"-dihydroxyethyl) cyclopropyl)uracil), product, C[Si](N[Si](C)(C)C)(C)C (hexamethyldisilazane), C(=O)N (formamide), resultant mixture. Run in CO (methanol). Run at temperature 140 celsius, time 85 hour. The product is OC(CO)C1C(C1)N1C(=O)N=C(N)C=C1 (1-(2'-(1",2"-Dihydroxyethyl)cyclopropyl)cytosine). As a reaction SMILES: [OH:1][CH:2]([CH:5]1[CH2:7][CH:6]1[N:8]1[CH:15]=[CH:14][C:12](=O)[NH:11][C:9]1=[O:10])[CH2:3][OH:4].C[Si](C)(C)[NH:18][Si](C)(C)C.C(N)=O>CO>[OH:1][CH:2]([CH:5]1[CH2:7][CH:6]1[N:8]1[CH:15]=[CH:14][C:12]([NH2:18])=[N:11][C:9]1=[O:10])[CH2:3][OH:4]. Procedure: To 85.8 mg (0.42 mmol) of 1-(2'-(1",2"-dihydroxyethyl) cyclopropyl)uracil, the product of Step B of Example 9, is added 0.44 mL (2.1 mmol) of hexamethyldisilazane and 0.034 mL (0.82 mmol) of formamide and the resultant mixture is heated with stirring in a sealed tube at 140° C. After 85 h, 10 mL of methanol is added to the cooled reaction mixture, the tube resealed and heated to 65° C. After 3 h at 65° C., the cooled reaction mixture is concentrated under reduced pressure. The residue is dissolv...